From a dataset of the Open Reaction Database (ORD), a public repository of structured organic reaction records. describe an organic reaction: reactants, conditions, products, and yield Starting materials: CC(C)(C)[O-], [K+], CN(C)C=O, c1cnc2cc[nH]c2c1. Product: Nn1ccc2ncccc21. As a reaction SMILES: [CH3:10][C:11]([CH3:12])([O-:13])[CH3:14].[K+:15].[O:16]=[CH:17][N:18]([CH3:19])[CH3:20].[nH:1]1[cH:2][cH:3][c:4]2[n:5][cH:6][cH:7][cH:8][c:9]12>>[n:1]1([NH2:18])[cH:2][cH:3][c:4]2[n:5][cH:6][cH:7][cH:8][c:9]12. The reactants are COc1cc2sc(N(C)C)cc2cc1F, CCOC(C)=O, Clc1ccccc1, O=C(Cl)c1ccc([N+](=O)[O-])cc1. Product: COc1cc2sc(N(C)C)c(C(=O)c3ccc([N+](=O)[O-])cc3)c2cc1F. RXN SMILES: [CH3:1][N:2]([c:3]1[cH:4][c:5]2[c:6]([s:7]1)[cH:8][c:9]([O:13][CH3:14])[c:10]([F:12])[cH:11]2)[CH3:15].[CH3:35][CH2:36][O:37][C:38]([CH3:39])=[O:40].[Cl:28][c:29]1[cH:30][cH:31][cH:32][cH:33][cH:34]1.[N+:16](=[O:17])([O-:18])[c:19]1[cH:20][cH:21][c:22]([C:23](=[O:24])[Cl:25])[cH:26][cH:27]1>>[CH3:1][N:2]([c:3]1[c:4]([C:23]([c:22]2[cH:21][cH:20][c:19]([N+:16](=[O:17])[O-:18])[cH:27][cH:26]2)=[O:24])[c:5]2[c:6]([s:7]1)[cH:8][c:9]([O:13][CH3:14])[c:10]([F:12])[cH:11]2)[CH3:15].